Task: describe an organic reaction: reactants, conditions, products, and yield. Dataset: the Open Reaction Database (ORD), a public repository of structured organic reaction records Starting materials: O=C1CCC(=O)N1Br, CC(C)(C)OC(=O)N1CCC(c2ccc(N)cc2)CC1, CCOC(C)=O, ClCCl. Product: CC(C)(C)OC(=O)N1CCC(c2ccc(N)c(Br)c2)CC1. As a reaction SMILES: [Br:21][N:22]1[C:23](=[O:24])[CH2:25][CH2:26][C:27]1=[O:28].[C:1]([CH3:2])([CH3:3])([CH3:4])[O:5][C:6](=[O:7])[N:8]1[CH2:9][CH2:10][CH:11]([c:14]2[cH:15][cH:16][c:17]([NH2:20])[cH:18][cH:19]2)[CH2:12][CH2:13]1.[CH3:32][CH2:33][O:34][C:35]([CH3:36])=[O:37].[Cl:29][CH2:30][Cl:31]>>[C:1]([CH3:2])([CH3:3])([CH3:4])[O:5][C:6](=[O:7])[N:8]1[CH2:9][CH2:10][CH:11]([c:14]2[cH:15][c:16]([Br:21])[c:17]([NH2:20])[cH:18][cH:19]2)[CH2:12][CH2:13]1.